From a dataset of the Open Reaction Database (ORD), a public repository of structured organic reaction records. describe an organic reaction: reactants, conditions, products, and yield Starting materials: Cl (HCl), C(C)OC(CC1C2=C(B(O1)O)C=C(C=C2C)OC=2SC(=NN2)CN)=O ([6-(5-aminomethyl-[1,3,4]thiadiazol-2-yloxy)-1-hydroxy-4-methyl-1,3-dihydro-benzo[c][1,2]oxaborol-3-yl]-acetic acid ethyl ester), [OH-].[Li+] (lithium hydroxide). Solvent: O1CCCC1 (tetrahydrofuran), O (water). Run at temperature 0 celsius, time 1.5 hour. Yields the product NCC1=NN=C(S1)OC=1C=C(C2=C(B(OC2CC(=O)O)O)C1)C ([6-(5-aminomethyl-[1,3,4]thiadiazol-2-yloxy)-1-hydroxy-4-methyl-1,3-dihydro-benzo[c][1,2]oxaborol-3-yl]-acetic acid). Yield: 7.5%. RXN SMILES: C([O:3][C:4](=[O:25])[CH2:5][CH:6]1[O:10][B:9]([OH:11])[C:8]2[CH:12]=[C:13]([O:17][C:18]3[S:19][C:20]([CH2:23][NH2:24])=[N:21][N:22]=3)[CH:14]=[C:15]([CH3:16])[C:7]1=2)C.[OH-].[Li+].Cl>O1CCCC1.O>[NH2:24][CH2:23][C:20]1[S:19][C:18]([O:17][C:13]2[CH:14]=[C:15]([CH3:16])[C:7]3[CH:6]([CH2:5][C:4]([OH:25])=[O:3])[O:10][B:9]([OH:11])[C:8]=3[CH:12]=2)=[N:22][N:21]=1 |f:1.2|. Procedure: To a solution of [6-(5-aminomethyl-[1,3,4]thiadiazol-2-yloxy)-1-hydroxy-4-methyl-1,3-dihydro-benzo[c][1,2]oxaborol-3-yl]-acetic acid ethyl ester (0.22 g, 0.6 mmol) in tetrahydrofuran (10 mL) at 0° C. was added lithium hydroxide (0.06 g, 2.42 mmol) in water (5 mL). The mixture was stirred at 0° C. for 1.5 hours then acidified to pH=2 with 2N HCl. The mixture was concentrated in vacuo and the residue purified by preparative HPLC to give [6-(5-aminomethyl-[1,3,4]thiadiazol-2-yloxy)-1-hydroxy-4-meth... Starting materials: O.O.O.O.O.O.O.O.[OH-].[Ba+2].[OH-] (barium hydroxide octahydrate), COC=1C=C2CCCC3(C2=CC1)NC(NC3=O)=O (3',4'-dihydro-6'-methoxyspiro[imidazolidine-4,1'(2'H)-naphthalene]-2,5-dione), C([O-])([O-])=O.[NH4+].[NH4+] (ammonium carbonate). Solvent: O (water). Run at time 2 hour. Product: NC1(CCCC2=CC(=CC=C12)OC)C(=O)O (1-amino-1,2,3,4-tetrahydro-6-methoxy-1-naphthalenecarboxylic acid). The yield is 70.1%. Reaction SMILES: [CH3:1][O:2][C:3]1[CH:4]=[C:5]2[C:10](=[CH:11][CH:12]=1)[C:9]1([C:16](=[O:17])NC(=O)[NH:13]1)[CH2:8][CH2:7][CH2:6]2.O.O.O.O.O.O.O.O.[OH-].[Ba+2].[OH-].C(=O)([O-])[O-:31].[NH4+].[NH4+]>O>[NH2:13][C:9]1([C:16]([OH:17])=[O:31])[C:10]2[C:5](=[CH:4][C:3]([O:2][CH3:1])=[CH:12][CH:11]=2)[CH2:6][CH2:7][CH2:8]1 |f:1.2.3.4.5.6.7.8.9.10.11,12.13.14|. Reported procedure: To a suspension of 2.95 g (0.012 mol) of the product of Step A in 100 mL of water was added 15.1 g (0.0479 mol) of barium hydroxide octahydrate. The reaction was heated at reflux for 3 days. To the reaction mixture was carefully added 6.4 g (0.067 mol) of ammonium carbonate. Refluxing was continued for another 2 hours. The solid was filtered off while hot and the pH of the filtrate adjusted to 6. The filtrate was then concentrated to give 1.86 g of a tan solid: mp>250° C. 1H NMR (D2O) d 7.20 (d,... Reactants: FC=1C(=C(C=NC1)C=1OC2=C(C1)C=C(C=C2)C#N)C(C)O (2-(5-fluoro-4-(1-hydroxyethyl)pyridin-3-yl)benzofuran-5-carbonitrile). Run in CCCCCCC (heptane). Product: FC=1C(=C(C=NC1)C=1OC2=C(C1)C=C(C=C2)C#N)[C@H](C)O ((S)-2-(5-fluoro-4-(1-hydroxyethyl)pyridin-3-yl)benzofuran-5-carbonitrile), FC=1C(=C(C=NC1)C=1OC2=C(C1)C=C(C=C2)C#N)[C@@H](C)O ((R)-2-(5-fluoro-4-(1-hydroxyethyl)pyridin-3-yl)benzofuran-5-carbonitrile). As a reaction SMILES: [F:1][C:2]1[C:3]([CH:19]([OH:21])[CH3:20])=[C:4]([C:8]2[O:9][C:10]3[CH:16]=[CH:15][C:14]([C:17]#[N:18])=[CH:13][C:11]=3[CH:12]=2)[CH:5]=[N:6][CH:7]=1>CCCCCCC>[F:1][C:2]1[C:3]([C@@H:19]([OH:21])[CH3:20])=[C:4]([C:8]2[O:9][C:10]3[CH:16]=[CH:15][C:14]([C:17]#[N:18])=[CH:13][C:11]=3[CH:12]=2)[CH:5]=[N:6][CH:7]=1.[F:1][C:2]1[C:3]([C@H:19]([OH:21])[CH3:20])=[C:4]([C:8]2[O:9][C:10]3[CH:16]=[CH:15][C:14]([C:17]#[N:18])=[CH:13][C:11]=3[CH:12]=2)[CH:5]=[N:6][CH:7]=1. Procedure: The racemic mixture 7 (220 mg, 0.779 mmol) was separated by HPLC (ChiralPak AS-H, 21×250 mm, 90% heptane 10% ethanol, v/v) giving (S)-2-(5-fluoro-4-(1-hydroxyethyl)pyridin-3-yl)benzofuran-5-carbonitrile 7-(enantiomer-1) as white solid (72 mg) (retention time: 10.93 min) and (R)-2-(5-fluoro-4-(1-hydroxyethyl)pyridin-3-yl)benzofuran-5-carbonitrile 7-(enantiomer-2) as white solid (66 mg) (retention time: 12.57 min). Starting materials: CC(NC(=O)Cc1cc(F)cc(F)c1)C(=O)O, COC(=O)C(N)c1cc2ccsc2s1. Product: COC(=O)C(NC(=O)C(C)NC(=O)Cc1cc(F)cc(F)c1)c1cc2ccsc2s1. RXN SMILES: [F:1][c:2]1[cH:3][c:4]([CH2:9][C:10](=[O:11])[NH:12][CH:13]([CH3:14])[C:15](=[O:16])[OH:17])[cH:5][c:6]([F:8])[cH:7]1.[NH2:18][CH:19]([C:20](=[O:21])[O:22][CH3:23])[c:24]1[cH:25][c:26]2[c:27]([s:28][cH:29][cH:30]2)[s:31]1>>[F:1][c:2]1[cH:3][c:4]([CH2:9][C:10](=[O:11])[NH:12][CH:13]([CH3:14])[C:15](=[O:17])[NH:18][CH:19]([C:20](=[O:21])[O:22][CH3:23])[c:24]2[cH:25][c:26]3[c:27]([s:28][cH:29][cH:30]3)[s:31]2)[cH:5][c:6]([F:8])[cH:7]1. Procedure details: The aqueous phases from Example 2 (87.4 g) and Example 3 (854.4 g), after decomposition of the 1-(3-methoxyphenyl)ethylammonium salts with hydrochloric acid and extraction with hexane, were combined and mixed with 94 g of 25 percent sodium hydroxide solution. The pure amine was extracted three times with 100 ml each of dichloromethane. After distilling off the solvent and vacuum distillation of the residue, 62.1 g of (R)-(+)-1-(3-methoxyphenyl)-ethylamine [content (GC) : 100%, [α]D20 : 22.0° (c=... Product: COC=1C=C(C=CC1)[C@@H](C)N ((R)-(+)-1-(3-methoxyphenyl)-ethylamine). Solvent: CCCCCC (hexane). Reactants: CC1([C@H](C1)C(=O)O)C ((S)-(+)-2,2-dimethylcyclopropanecarboxylic acid), Cl (hydrochloric acid), [OH-].[Na+] (sodium hydroxide), Example 3, COC=1C=C(C=CC1)C(C)[NH3+] (1-(3-methoxyphenyl)ethylammonium). As a reaction SMILES: CC1(C)C[C@@H]1C(O)=O.[CH3:9][O:10][C:11]1[CH:12]=[C:13]([CH:17]([NH3+:19])[CH3:18])[CH:14]=[CH:15][CH:16]=1.Cl.[OH-].[Na+]>CCCCCC>[CH3:9][O:10][C:11]1[CH:12]=[C:13]([C@H:17]([NH2:19])[CH3:18])[CH:14]=[CH:15][CH:16]=1 |f:3.4|. The yield is 100.0%. Reactants: ClC1=NC=NC2=CC=C(C=C12)C#CC1(CCOCC1)O (4-(4-Chloro-quinazolin-6-ylethynyl)-tetrahydro-pyran-4-ol), O(C1=CC=CC=C1)C1=CC=C(N)C=C1 (4-phenoxyaniline). The solvent is CC(C)(C)O.ClCCCl (t-BuOH 1,2-dichloroethane), C(Cl)Cl (CH2Cl2). Reaction conditions: temperature 90 celsius, time 1 hour. The product is Cl.O(C1=CC=CC=C1)C1=CC=C(C=C1)NC1=NC=NC2=CC=C(C=C12)C#CC1(CCOCC1)O (4-[4-(4-Phenoxy-phenylamino)-quinazolin-6-ylethynyl]-tetrahydro-pyran4-ol hydrochloride). Isolated yield 73.1%. RXN SMILES: [Cl:1][C:2]1[C:11]2[C:6](=[CH:7][CH:8]=[C:9]([C:12]#[C:13][C:14]3([OH:20])[CH2:19][CH2:18][O:17][CH2:16][CH2:15]3)[CH:10]=2)[N:5]=[CH:4][N:3]=1.[O:21]([C:28]1[CH:34]=[CH:33][C:31]([NH2:32])=[CH:30][CH:29]=1)[C:22]1[CH:27]=[CH:26][CH:25]=[CH:24][CH:23]=1>CC(O)(C)C.ClCCCl.C(Cl)Cl>[ClH:1].[O:21]([C:28]1[CH:29]=[CH:30][C:31]([NH:32][C:2]2[C:11]3[C:6](=[CH:7][CH:8]=[C:9]([C:12]#[C:13][C:14]4([OH:20])[CH2:19][CH2:18][O:17][CH2:16][CH2:15]4)[CH:10]=3)[N:5]=[CH:4][N:3]=2)=[CH:33][CH:34]=1)[C:22]1[CH:27]=[CH:26][CH:25]=[CH:24][CH:23]=1 |f:2.3,5.6|. Reported procedure: A mixture of 4-(4-Chloro-quinazolin-6-ylethynyl)-tetrahydro-pyran-4-ol (43 mg, 0.15 mmol) and 4-phenoxyaniline (28 mg, 0.15 mmol) in 2 mL of t-BuOH/1,2-dichloroethane (1:1) was heated at 90° C. with stirring in a reaction vial for 1 hour. The reaction was cooled, diluted with CH2Cl2 and the product was collected by filtration to provide 52 mg (73%) of 32 as a yellow solid: 1H NMR (CD3OD) δ 1.86 (m, 2H), 2.02 (m, 2H), 3.74 (m, 2H), 3.92 (m, 2H), 7.05 (m, 4H), 7.15 (t, J=7.6 Hz, 1H), 7.38 (t, J=7.... The reactants are C1(=CC=CC=C1)O (phenol), C1(=CC=CC=C1)C (toluene), [H-].[Na+] (sodium hydride), C(C)C1=C(C(=CC(=C1)C)CC)C=1C(N(N=C(C1S(=O)(=O)C)C)C)=O (4-(2,6-diethyl-4-methylphenyl)-2,6-dimethyl-5-methylsulfonyl-2,3-dihydro-3-pyridazinone). The reagents and catalysts are [Cl-].C(C1=CC=CC=C1)[N+](CC)(CC)CC (benzyltriethylammonium chloride). The solvent is CS(=O)C (DMSO), O (water). Run at time 5 minute. The product is C(C)C1=C(C(=CC(=C1)C)CC)C=1C(N(N=C(C1OC1=CC=CC=C1)C)C)=O (4-(2,6-diethyl-4-methylphenyl)-2,6-dimethyl-5-phenoxy-2,3-dihydro-3-pyridazinone). Isolated yield 29.3%. RXN SMILES: [C:1]1([OH:7])[CH:6]=[CH:5][CH:4]=[CH:3][CH:2]=1.C1(C)C=CC=CC=1.[H-].[Na+].[CH2:17]([C:19]1[CH:24]=[C:23]([CH3:25])[CH:22]=[C:21]([CH2:26][CH3:27])[C:20]=1[C:28]1[C:29](=[O:40])[N:30]([CH3:39])[N:31]=[C:32]([CH3:38])[C:33]=1S(C)(=O)=O)[CH3:18]>[Cl-].C([N+](CC)(CC)CC)C1C=CC=CC=1.O.CS(C)=O>[CH2:17]([C:19]1[CH:24]=[C:23]([CH3:25])[CH:22]=[C:21]([CH2:26][CH3:27])[C:20]=1[C:28]1[C:29](=[O:40])[N:30]([CH3:39])[N:31]=[C:32]([CH3:38])[C:33]=1[O:7][C:1]1[CH:6]=[CH:5][CH:4]=[CH:3][CH:2]=1)[CH3:18] |f:2.3,5.6|. Reported procedure: To a test tube (outside diameter: 21 mm φ×overall length: 160 mm), phenol (108 mg), toluene (930 mg), and 60% of oily sodium hydride (44 mg) were added, and stirred at room temperature for 5 minutes. To the mixture, 4-(2,6-diethyl-4-methylphenyl)-2,6-dimethyl-5-methylsulfonyl-2,3-dihydropyridazin-3-one ((2-34)-(1)-39) (299 mg) was added, and stirred at room temperature for 1.5 hours and at 100° C. for 1.5 hours. To the mixture, benzyltriethylammonium chloride was added and stirred for 1.5 hours,... Product: O=c1[nH]c2cc(Cl)ccc2n2c(CCCO)ncc12. Starting materials: [Al+3], CCOC(=O)CCc1ncc2c(=O)[nH]c3cc(Cl)ccc3n12, [H-], [H-], [H-], [H-], [Li+], C1CCOC1. As a reaction SMILES: [Al+3:24].[Cl:1][c:2]1[cH:3][c:4]2[nH:5][c:6](=[O:22])[c:7]3[n:8]([c:9]2[cH:10][cH:11]1)[c:12]([CH2:15][CH2:16][C:17](=[O:18])[O:19][CH2:20][CH3:21])[n:13][cH:14]3.[H-:23].[H-:26].[H-:27].[H-:28].[Li+:25].[O:29]1[CH2:30][CH2:31][CH2:32][CH2:33]1>>[Cl:1][c:2]1[cH:3][c:4]2[nH:5][c:6](=[O:22])[c:7]3[n:8]([c:9]2[cH:10][cH:11]1)[c:12]([CH2:15][CH2:16][CH2:17][OH:18])[n:13][cH:14]3. The reactants are CC1=NOC(=C1C)NS(=O)(=O)C=1C(=CC=CC1)C1=C(C=C(C=C1)C=1OC=CN1)CNC (N-(3,4-dimethyl-5-isoxazolyl)-2'-[(methylamino)methyl]-4'-(2-oxazolyl)[1,1'-biphenyl]-2-sulfonamide), C1(=CC=CC=C1)CC(=O)O (benzeneacetic acid), C(C)(C)N=C=NC(C)C (1,3-diisopropylcarbodiimide). Solvent: C(Cl)Cl (CH2Cl2). Run at time 5.5 hour. Product: CC1=NOC(=C1C)NS(=O)(=O)C1=C(C=CC=C1)C1=C(C=C(C=C1)C=1OC=CN1)CN(C(CC1=CC=CC=C1)=O)C (N-[[2'[[(3,4-Dimethyl-5-isoxazolyl)amino]sulfonyl]-4-(2-oxazolyl)[1,1'-biphenyl]-2-yl]methyl]-N-methylbenzeneacetamide). Reaction SMILES: [CH3:1][C:2]1[C:6]([CH3:7])=[C:5]([NH:8][S:9]([C:12]2[C:13]([C:18]3[CH:23]=[CH:22][C:21]([C:24]4[O:25][CH:26]=[CH:27][N:28]=4)=[CH:20][C:19]=3[CH2:29][NH:30][CH3:31])=[CH:14][CH:15]=[CH:16][CH:17]=2)(=[O:11])=[O:10])[O:4][N:3]=1.[C:32]1([CH2:38][C:39]([OH:41])=O)[CH:37]=[CH:36][CH:35]=[CH:34][CH:33]=1.C(N=C=NC(C)C)(C)C>C(Cl)Cl>[CH3:1][C:2]1[C:6]([CH3:7])=[C:5]([NH:8][S:9]([C:12]2[CH:17]=[CH:16][CH:15]=[CH:14][C:13]=2[C:18]2[CH:23]=[CH:22][C:21]([C:24]3[O:25][CH:26]=[CH:27][N:28]=3)=[CH:20][C:19]=2[CH2:29][N:30]([CH3:31])[C:39](=[O:41])[CH2:38][C:32]2[CH:33]=[CH:34][CH:35]=[CH:36][CH:37]=2)(=[O:11])=[O:10])[O:4][N:3]=1. Procedure: To N-(3,4-dimethyl-5-isoxazolyl)-2'-[(methylamino)methyl]-4'-(2-oxazolyl)[1,1'-biphenyl]-2-sulfonamide (30 mg, 0.068 mmol, prepared as described in Step (A) of Example 28) and benzeneacetic acid (8.5 mg, 0.062 mmol) in 0.6 ml of CH2Cl2, 1,3-diisopropylcarbodiimide (8.6 mg, 0.068 mmol) was added. The reaction was stirred at room temperature for 5.5 hrs and concentrated. The residue was purified by preparative HPLC on an ODS S10 column using 25% solvent A (10% MeOH, 90% H2O, 0.1% TFA) and 75% solv...